Dataset: the Open Reaction Database (ORD), a public repository of structured organic reaction records. Task: describe an organic reaction: reactants, conditions, products, and yield The reactants are BrC=1C=C2C(=NC1)NN=C2C(=O)O (5-bromo-1H-pyrazolo[3,4-b]pyridine-3-carboxylic acid), OS(=O)(=O)O (H2SO4), CO (MeOH). Reaction conditions: temperature 70 celsius, time 20 hour. Yields the product BrC=1C=C2C(=NC1)NN=C2C(=O)OC (methyl 5-bromo-1H-pyrazolo[3,4-b]pyridine-3-carboxylate). RXN SMILES: [Br:1][C:2]1[CH:3]=[C:4]2[C:10]([C:11]([OH:13])=[O:12])=[N:9][NH:8][C:5]2=[N:6][CH:7]=1.OS(O)(=O)=O.[CH3:19]O>>[Br:1][C:2]1[CH:3]=[C:4]2[C:10]([C:11]([O:13][CH3:19])=[O:12])=[N:9][NH:8][C:5]2=[N:6][CH:7]=1. Procedure: To a solution of 5-bromo-1H-pyrazolo[3,4-b]pyridine-3-carboxylic acid (XVIII) (1.6 Kg, 6.6 mol) in anhydrous MeOH (32 L) was added H2SO4 (160 mL). The reaction was slowly heated to 70° C. and stirred for 20 hours. The solution was concentrated under vacuum to a volume of 1.6 L. The residue was partitioned between DCM (120 L) and aqueous 10% NaHCO3 (32 L). The organic phase was separated and washed with aqueous 25% NaCl (32 L), dried over Na2SO4 and concentrated to a volume of 4.8 L. The product ... Starting materials: C(C)(C)(C)OC(=O)N[C@@H](C(C)C)C(=O)O (N-tert-butoxycarbonyl-L-valine), ClC1=C(C=CC=C1)N1CCNCC1 (1-(2-chlorophenyl)piperazine), Cl.C(C)N=C=NCCCN(C)C (1-ethyl-3-(3-dimethylaminopropyl)carbodiimide hydrochloride), ON1N=NC2=C1C=CC=C2 (1-hydroxybenzotriazole). The solvent is CN(C=O)C (N,N-dimethylformamide), ClCCl (dichloromethane). Conditions: time 15 hour. Product: ClC1=C(C=CC=C1)N1CCN(CC1)C([C@H](C(C)C)NC(OC(C)(C)C)=O)=O (1,1-dimethylethyl 2-(4-(2-chlorophenyl)-piperazinyl)-2-oxo-(s)-1-(2-propyl)ethylcarbamate). RXN SMILES: [C:1]([O:5][C:6]([NH:8][C@H:9]([C:13]([OH:15])=O)[CH:10]([CH3:12])[CH3:11])=[O:7])([CH3:4])([CH3:3])[CH3:2].[Cl:16][C:17]1[CH:22]=[CH:21][CH:20]=[CH:19][C:18]=1[N:23]1[CH2:28][CH2:27][NH:26][CH2:25][CH2:24]1.Cl.C(N=C=NCCCN(C)C)C.ON1C2C=CC=CC=2N=N1>CN(C)C=O.ClCCl>[Cl:16][C:17]1[CH:22]=[CH:21][CH:20]=[CH:19][C:18]=1[N:23]1[CH2:28][CH2:27][N:26]([C:13](=[O:15])[C@@H:9]([NH:8][C:6](=[O:7])[O:5][C:1]([CH3:2])([CH3:3])[CH3:4])[CH:10]([CH3:11])[CH3:12])[CH2:25][CH2:24]1 |f:2.3|. Procedure: To a solution of N-tert-butoxycarbonyl-L-valine (2.27 g, 10 mmol) and 1-(2-chlorophenyl)piperazine (2.00 g, 10 mmol) in N,N-dimethylformamide (50 ml) under ice-cooling was dropwise added a solution of 1-ethyl-3-(3-dimethylaminopropyl)carbodiimide hydrochloride (2.2 g, 11 mmol) and 1-hydroxybenzotriazole (1.5 g, 11 mmol) in dichloromethane (50 ml), and the reaction mixture was stirred at room temperature for 15 hours. The dichloromethane was then distilled off under reduced pressure and ethyl ace... The reactants are ClC1=CC=C(C(=O)O\N=C(\CCCOC=2C=C3CCC(NC3=CC2)=O)/N)C=C1 ((Z)—N′-((4-chlorobenzoyl)oxy)-4-((2-oxo-1,2,3,4-tetrahydroquinolin-6-yl)oxy)butanimidamide), CCCC[N+](CCCC)(CCCC)CCCC.[F-] (TBAF). Run in CN(C)C=O.C1CCOC1 (DMF THF). Reaction conditions: time 8 hour. The product is ClC1=CC=C(C=C1)C1=NC(=NO1)CCCOC=1C=C2CCC(NC2=CC1)=O (6-(3-(5-(4-chlorophenyl)-1,2,4-oxadiazol-3-yl)propoxy)-3,4-dihydroquinolin-2(1H)-one). Yield: 70.4%. Reaction SMILES: [Cl:1][C:2]1[CH:28]=[CH:27][C:5]([C:6]([O:8]/[N:9]=[C:10](\[NH2:26])/[CH2:11][CH2:12][CH2:13][O:14][C:15]2[CH:16]=[C:17]3[C:22](=[CH:23][CH:24]=2)[NH:21][C:20](=[O:25])[CH2:19][CH2:18]3)=O)=[CH:4][CH:3]=1.CCCC[N+](CCCC)(CCCC)CCCC.[F-]>CN(C=O)C.C1COCC1>[Cl:1][C:2]1[CH:28]=[CH:27][C:5]([C:6]2[O:8][N:9]=[C:10]([CH2:11][CH2:12][CH2:13][O:14][C:15]3[CH:16]=[C:17]4[C:22](=[CH:23][CH:24]=3)[NH:21][C:20](=[O:25])[CH2:19][CH2:18]4)[N:26]=2)=[CH:4][CH:3]=1 |f:1.2,3.4|. Procedure: To a stirred solution of (Z)—N′-((4-chlorobenzoyl)oxy)-4-((2-oxo-1,2,3,4-tetrahydroquinolin-6-yl)oxy)butanimidamide (0.030 g, 0.074 mmol) in dry DMF/THF (4 mL, 1:1) at 0° C., TBAF (1 M in THF; 0.02 mL, 0.02 mmol) was added and allowed to stir at room temperature overnight. Solvent was removed under vacuum. Ice cold water (2 mL) was added to the residue. The solid which formed was filtered and dried to yield 6-(3-(5-(4-chlorophenyl)-1,2,4-oxadiazol-3-yl)propoxy)-3,4-dihydroquinolin-2(1H)-one (0.0... The reactants are COc1cc(OCCN2CCCCC2)ccc1[N+](=O)[O-], CCOC(C)=O, [H][H]. The product is COc1cc(OCCN2CCCCC2)ccc1N. Reaction SMILES: [CH3:1][O:2][c:3]1[cH:4][c:5]([O:6][CH2:7][CH2:8][N:9]2[CH2:10][CH2:11][CH2:12][CH2:13][CH2:14]2)[cH:15][cH:16][c:17]1[N+:18]([O-:19])=[O:20].[CH3:23][CH2:24][O:25][C:26](=[O:27])[CH3:28].[H:21][H:22]>>[CH3:1][O:2][c:3]1[cH:4][c:5]([O:6][CH2:7][CH2:8][N:9]2[CH2:10][CH2:11][CH2:12][CH2:13][CH2:14]2)[cH:15][cH:16][c:17]1[NH2:18]. The reactants are N1N=C(N=C1)SCCO (2-(1H-1,2,4-triazol-3-ylthio)ethanol), C1(=CC=CC=C1)C(N1N=C(N=C1)CCCO)(C1=CC=CC=C1)C1=CC=CC=C1 (3-[1-(triphenylmethyl)-1H-1,2,4-triazol-3-yl]propan-1-ol). The product is C1(=CC=CC=C1)C(N1N=C(N=C1)CCCOC1=NC=CC(=C1)C#N)(C1=CC=CC=C1)C1=CC=CC=C1 (2-({3-[1-(triphenylmethyl)-1H-1,2,4-triazol-3-yl]propyl}oxy)pyridine-4-carbonitrile), powder. Yield: 88.0%. As a reaction SMILES: N1[CH:5]=[N:4][C:3](SCCO)=N1.[C:10]1([C:16]([C:32]2[CH:37]=[CH:36][CH:35]=[CH:34][CH:33]=2)([C:26]2[CH:31]=[CH:30][CH:29]=[CH:28][CH:27]=2)[N:17]2[CH:21]=[N:20][C:19]([CH2:22][CH2:23][CH2:24][OH:25])=[N:18]2)[CH:15]=[CH:14][CH:13]=[CH:12][CH:11]=1>>[C:32]1([C:16]([C:10]2[CH:15]=[CH:14][CH:13]=[CH:12][CH:11]=2)([C:26]2[CH:27]=[CH:28][CH:29]=[CH:30][CH:31]=2)[N:17]2[CH:21]=[N:20][C:19]([CH2:22][CH2:23][CH2:24][O:25][C:5]3[CH:15]=[C:10]([C:16]#[N:17])[CH:11]=[CH:3][N:4]=3)=[N:18]2)[CH:37]=[CH:36][CH:35]=[CH:34][CH:33]=1. Reported procedure: By a method similar to that in Reference Example 17 and using, instead of 2-(1H-1,2,4-triazol-3-ylthio)ethanol, 3-[1-(triphenylmethyl)-1H-1,2,4-triazol-3-yl]propan-1-ol obtained in Reference Example 26, the title compound was obtained as a white powder (314 mg, 88%). The reactants are C1CCOC1, CC1(C)OCC(CON)O1, CCN=C=NCCCN(C)C, CCOC(C)=O, CCN(C(C)C)C(C)C, O=C(O)c1ccc2cncn2c1Nc1ccc(I)cc1F, On1nnc2ccccc21. Product: CC1(C)OCC(CONC(=O)c2ccc3cncn3c2Nc2ccc(I)cc2F)O1. RXN SMILES: [CH2:62]1[O:63][CH2:64][CH2:65][CH2:66]1.[CH3:22][C:23]1([CH3:31])[O:24][CH2:25][CH:26]([CH2:28][O:29][NH2:30])[O:27]1.[CH3:51][CH2:52][N:53]=[C:54]=[N:55][CH2:56][CH2:57][CH2:58][N:59]([CH3:60])[CH3:61].[CH3:67][CH2:68][O:69][C:70](=[O:71])[CH3:72].[CH:32]([N:33]([CH2:34][CH3:35])[CH:36]([CH3:37])[CH3:38])([CH3:39])[CH3:40].[F:1][c:2]1[c:3]([NH:9][c:10]2[c:11]([C:19](=[O:20])[OH:21])[cH:12][cH:13][c:14]3[n:15]2[cH:16][n:17][cH:18]3)[cH:4][cH:5][c:6]([I:8])[cH:7]1.[OH:41][n:42]1[c:43]2[c:44]([cH:45][cH:46][cH:47][cH:48]2)[n:49][n:50]1>>[F:1][c:2]1[c:3]([NH:9][c:10]2[c:11]([C:19](=[O:21])[NH:30][O:29][CH2:28][CH:26]3[CH2:25][O:24][C:23]([CH3:22])([CH3:31])[O:27]3)[cH:12][cH:13][c:14]3[n:15]2[cH:16][n:17][cH:18]3)[cH:4][cH:5][c:6]([I:8])[cH:7]1.